From a dataset of the Open Reaction Database (ORD), a public repository of structured organic reaction records. describe an organic reaction: reactants, conditions, products, and yield Reactants: CN1CCN(CC1)CCCOC1=C(C=C2C(N(C=NC2=C1)COC(C(C)(C)C)=O)=O)OC (7-(3-(4-methylpiperazin-1-yl)propoxy)-6-methoxy-3-((pivaloyloxy)methyl)-3,4-dihydroquinazolin-4-one), N (ammonia). The solvent is CO (methanol). Conditions: time 8 hour. Yields the product CN1CCN(CC1)CCCOC1=C(C=C2C(NC=NC2=C1)=O)OC (7-(3-(4-methylpiperazin-1-yl)propoxy)-6-methoxy-3,4-dihydroquinazolin-4-one). Yield: 95.5%. RXN SMILES: [CH3:1][N:2]1[CH2:7][CH2:6][N:5]([CH2:8][CH2:9][CH2:10][O:11][C:12]2[CH:21]=[C:20]3[C:15]([C:16](=[O:30])[N:17](COC(=O)C(C)(C)C)[CH:18]=[N:19]3)=[CH:14][C:13]=2[O:31][CH3:32])[CH2:4][CH2:3]1.N>CO>[CH3:1][N:2]1[CH2:3][CH2:4][N:5]([CH2:8][CH2:9][CH2:10][O:11][C:12]2[CH:21]=[C:20]3[C:15]([C:16](=[O:30])[NH:17][CH:18]=[N:19]3)=[CH:14][C:13]=2[O:31][CH3:32])[CH2:6][CH2:7]1. Reported procedure: A suspension of 7-(3-(4-methylpiperazin-1-yl)propoxy)-6-methoxy-3-((pivaloyloxy)methyl)-3,4-dihydroquinazolin-4-one (31.8 g, 71.3 mmol) in methanol saturated with ammonia was stirred at ambient temperature overnight. The volatiles were removed under vacuum. The solid was triturated with ether containing about 10% of methylene chloride, filtered, washed with ether containing about 10% methylene chloride and dried under vacuum to give 7-(3-(4-methylpiperazin-1-yl)propoxy)-6-methoxy-3,4-dihydroquin... Starting materials: CS(=O)(=O)c1cc(F)c2c(c1)OC(CBr)OC2, CNC, CCO. Product: CN(C)CC1OCc2c(F)cc(S(C)(=O)=O)cc2O1. RXN SMILES: [Br:1][CH2:2][CH:3]1[O:4][CH2:5][c:6]2[c:7]([cH:9][c:10]([S:14](=[O:15])(=[O:16])[CH3:17])[cH:11][c:12]2[F:13])[O:8]1.[CH3:18][NH:19][CH3:20].[CH3:21][CH2:22][OH:23]>>[CH2:2]([CH:3]1[O:4][CH2:5][c:6]2[c:7]([cH:9][c:10]([S:14](=[O:15])(=[O:16])[CH3:17])[cH:11][c:12]2[F:13])[O:8]1)[N:19]([CH3:18])[CH3:20]. Starting materials: COC(=O)C1NCCC1O, CC(C)OC(=O)N=NC(=O)OC(C)C, c1ccc(P(c2ccccc2)c2ccccc2)cc1, [N-]=[N+]=NP(=O)(c1ccccc1)c1ccccc1. The product is COC(=O)C1NCCC1N=[N+]=[N-]. RXN SMILES: [CH3:1][O:2][C:3]([CH:4]1[NH:5][CH2:6][CH2:7][CH:8]1[OH:9])=[O:10].[O:11]=[C:12]([O:13][CH:14]([CH3:15])[CH3:16])[N:17]=[N:18][C:19]([O:20][CH:21]([CH3:22])[CH3:23])=[O:24].[c:25]1([P:26]([c:27]2[cH:28][cH:29][cH:30][cH:31][cH:32]2)[c:33]2[cH:34][cH:35][cH:36][cH:37][cH:38]2)[cH:39][cH:40][cH:41][cH:42][cH:43]1.[c:44]1([P:45]([c:46]2[cH:47][cH:48][cH:49][cH:50][cH:51]2)(=[O:52])[N:58]=[N+:59]=[N-:60])[cH:53][cH:54][cH:55][cH:56][cH:57]1>>[CH3:1][O:2][C:3]([CH:4]1[NH:5][CH2:6][CH2:7][CH:8]1[N:58]=[N+:59]=[N-:60])=[O:10]. Starting materials: BrCCOC=1C=C(C=CC1)C1=NOC2=C1SC=C2 (3-[3-(2-bromo-ethoxy)-phenyl]-thieno[2,3-d]isoxazole), C([O-])([O-])=O.[K+].[K+] (potassium carbonate), N1CCCCC1 (piperidine). The solvent is C(C)#N (acetonitrile). Run at time 8 hour. Yields the product N1(CCCCC1)CCOC=1C=C(C=CC1)C1=NOC2=C1SC=C2 (3-[3-(2-piperidin-1-yl-ethoxy)-phenyl]-thieno[2,3-d]isoxazole). As a reaction SMILES: Br[CH2:2][CH2:3][O:4][C:5]1[CH:6]=[C:7]([C:11]2[C:15]3[S:16][CH:17]=[CH:18][C:14]=3[O:13][N:12]=2)[CH:8]=[CH:9][CH:10]=1.C(=O)([O-])[O-].[K+].[K+].[NH:25]1[CH2:30][CH2:29][CH2:28][CH2:27][CH2:26]1>C(#N)C>[N:25]1([CH2:2][CH2:3][O:4][C:5]2[CH:6]=[C:7]([C:11]3[C:15]4[S:16][CH:17]=[CH:18][C:14]=4[O:13][N:12]=3)[CH:8]=[CH:9][CH:10]=2)[CH2:30][CH2:29][CH2:28][CH2:27][CH2:26]1 |f:1.2.3|. Reported procedure: The title compound is prepared from 3-[3-(2-bromo-ethoxy)-phenyl]-thieno[2,3-d]isoxazole, potassium carbonate, piperidine and acetonitrile essentially as described above in example 18 except that the reaction is run overnight and the compound is purified by column chromatography using a graded solvent mixture of 5% ethyl acetate in dichloromethane to 10% methanol in ethyl acetate. Purity by LC/MS (APCI)=98%, [M+H]+=329.